From a dataset of the Open Reaction Database (ORD), a public repository of structured organic reaction records. describe an organic reaction: reactants, conditions, products, and yield Starting materials: ClC(C)C=1C(=C(C(=C(C1)C)C#N)C1CN(C1)C(=O)OC(C)(C)C)OC (tert-butyl 3-[3-(1-chloroethyl)-6-cyano-2-methoxy-5-methylphenyl]azetidine-1-carboxylate), C([O-])([O-])=O.[Cs+].[Cs+] (cesium carbonate), CC1=NNC2=NC=NC(=C21)N (3-methyl-1H-pyrazolo[3,4-d]pyrimidin-4-amine). The solvent is CN(C=O)C (N,N-dimethylformamide), C(C)(=O)OCC (ethyl acetate). Conditions: temperature 80 celsius, time 18 hour. Product: NC1=C2C(=NC=N1)N(N=C2C)C(C)C=2C(=C(C(=C(C2)C)C#N)C2CN(C2)C(=O)OC(C)(C)C)OC (tert-butyl 3-{3-[-1-(4-amino-3-methyl-1H-pyrazolo[3,4-d]pyrimidin-1-yl)ethyl]-6-cyano-2-methoxy-5-methylphenyl}azetidine-1-carboxylate). Isolated yield 49.9%. As a reaction SMILES: Cl[CH:2]([C:4]1[C:5]([O:24][CH3:25])=[C:6]([CH:13]2[CH2:16][N:15]([C:17]([O:19][C:20]([CH3:23])([CH3:22])[CH3:21])=[O:18])[CH2:14]2)[C:7]([C:11]#[N:12])=[C:8]([CH3:10])[CH:9]=1)[CH3:3].C(=O)([O-])[O-].[Cs+].[Cs+].[CH3:32][C:33]1[C:41]2[C:36](=[N:37][CH:38]=[N:39][C:40]=2[NH2:42])[NH:35][N:34]=1>CN(C)C=O.C(OCC)(=O)C>[NH2:42][C:40]1[N:39]=[CH:38][N:37]=[C:36]2[N:35]([CH:2]([C:4]3[C:5]([O:24][CH3:25])=[C:6]([CH:13]4[CH2:16][N:15]([C:17]([O:19][C:20]([CH3:23])([CH3:22])[CH3:21])=[O:18])[CH2:14]4)[C:7]([C:11]#[N:12])=[C:8]([CH3:10])[CH:9]=3)[CH3:3])[N:34]=[C:33]([CH3:32])[C:41]=12 |f:1.2.3|. Procedure details: The tert-butyl 3-[3-(1-chloroethyl)-6-cyano-2-methoxy-5-methylphenyl]azetidine-1-carboxylate (2.3 g, 6.3 mmol) was dissolved in N,N-dimethylformamide (68 mL) with cesium carbonate (4.1 g, 13 mmol) and 3-methyl-1H-pyrazolo[3,4-d]pyrimidin-4-amine (1.4 g, 9.4 mmol) and was heated in an oil bath to 80° C. The reaction was stirred for 18 hrs and allowed to cool to room temperature. The reaction mixture was taken up in ethyl acetate, filtered, washed with water, brine, dried over magnesium sulfate an... Reactants: CC(=O)O, CCO, CCOC(=O)c1c(N)sc(C)c1C, [Na+], [OH-], O. The product is Cc1sc(N)c(C(=O)O)c1C. Reaction SMILES: [CH3:16][C:17](=[O:18])[OH:19].[CH3:20][CH2:21][OH:22].[NH2:1][c:2]1[s:3][c:4]([CH3:13])[c:5]([CH3:12])[c:6]1[C:7](=[O:8])[O:9][CH2:10][CH3:11].[Na+:15].[OH-:14].[OH2:23]>>[NH2:1][c:2]1[s:3][c:4]([CH3:13])[c:5]([CH3:12])[c:6]1[C:7](=[O:8])[OH:9]. Starting materials: COC=1C=CC2=C(N=C(S2)S(=O)(=O)C)C1 (5-methoxy-2-methylsulphonylbenzothiazole), ClCCOC1=CC=C(N)C=C1 (4-(2-chloroethoxy)aniline), C1(=CC=CC=C1)C (toluene), ClCCOC1=CC=C(N)C=C1 (4-(2-chloroethoxy)aniline). Solvent: O (water). Run at time 2 hour. The product is COC=1C=CC2=C(N=C(S2)NC2=CC=C(C=C2)OCCCl)C1 (5-methoxy-2-[4-(2-chloroethoxy)anilino]benzothiazole). RXN SMILES: [CH3:1][O:2][C:3]1[CH:4]=[CH:5][C:6]2[S:10][C:9](S(C)(=O)=O)=[N:8][C:7]=2[CH:15]=1.[Cl:16][CH2:17][CH2:18][O:19][C:20]1[CH:26]=[CH:25][C:23]([NH2:24])=[CH:22][CH:21]=1.C1(C)C=CC=CC=1>O>[CH3:1][O:2][C:3]1[CH:4]=[CH:5][C:6]2[S:10][C:9]([NH:24][C:23]3[CH:22]=[CH:21][C:20]([O:19][CH2:18][CH2:17][Cl:16])=[CH:26][CH:25]=3)=[N:8][C:7]=2[CH:15]=1. Reported procedure: A mixture of 5-methoxy-2-methylsulphonylbenzothiazole (1,105 g.), 4-(2-chloroethoxy)aniline (780 g.) and toluene (5 liters) is boiled for 2 hours under reflux with simultaneous removal of water. A further quantity of 4-(2-chloroethoxy)aniline (156 g.) is then added and the mixture boiled under reflux for 4 hours. The mixture is cooled, the solid filtered off, washed with ethanol (about 3 liters) and dried to give 5-methoxy-2-[4-(2-chloroethoxy)anilino]benzothiazole m.p. 176°- 178°C.